This data is from the Open Reaction Database (ORD), a public repository of structured organic reaction records. The task is: describe an organic reaction: reactants, conditions, products, and yield The reactants are CN1N=C(C=C1OC1=NC(=CC=C1)C(=O)O)C (2-(1',3'-dimethyl-pyrazol-5-yloxy)-pyridine-6-carboxylic acid), C(=O)(N1C=NC=C1)N1C=NC=C1 (carbonyldiimidazole), FC=1C=C(N)C=CC1 (3-fluoroaniline), O (water). Solvent: O1CCCC1 (tetrahydrofuran). Conditions: temperature 40 celsius, time 30 minute. The product is FC=1C=C(C=CC1)NC(=O)C1=CC=CC(=N1)OC1=CC(=NN1C)C (N-(3-fluorophenyl)-2-(1',3'-dimethyl-pyrazol-5-yloxy)-6-pyridine-carboxamide), solid. The yield is 54.0%. As a reaction SMILES: [CH3:1][N:2]1[C:6]([O:7][C:8]2[CH:13]=[CH:12][CH:11]=[C:10]([C:14]([OH:16])=O)[N:9]=2)=[CH:5][C:4]([CH3:17])=[N:3]1.C(N1C=CN=C1)(N1C=CN=C1)=O.[F:30][C:31]1[CH:32]=[C:33]([CH:35]=[CH:36][CH:37]=1)[NH2:34].O>O1CCCC1>[F:30][C:31]1[CH:32]=[C:33]([NH:34][C:14]([C:10]2[N:9]=[C:8]([O:7][C:6]3[N:2]([CH3:1])[N:3]=[C:4]([CH3:17])[CH:5]=3)[CH:13]=[CH:12][CH:11]=2)=[O:16])[CH:35]=[CH:36][CH:37]=1. Reported procedure: To a solution of 2-(1',3'-dimethyl-pyrazol-5-yloxy)-pyridine-6-carboxylic acid (2.2 g, 9.6 mmol) (from Example 53) in anhydrous tetrahydrofuran (20 ml) was added carbonyldiimidazole (1.6 g, 10.6 mmol) and stirred for 30 minutes, maintaining the temperature up to 40° C. 3-fluoroaniline (1.1 ml, 10.6 mmol) was added and the reaction mixture heated to 50° C. After 2 hours, the clear mixture was poured into water (100 ml) and extracted three times with ethyl acetate (50 ml each). The combined extrac... Reactants: CN1S(=O)(=O)C2=CC=CC=C2C1=O (N-methylsaccharin), ClCC(=O)OCCOC (2-methoxyethyl chloroacetate), [H-].[Na+] (sodium hydride). Solvent: CS(=O)C (dimethylsulfoxide). Run at time 2 hour. Yields the product OC1=C(N(S(C2=C1C=CC=C2)(=O)=O)C)C(=O)OCCOC (2-methoxyethyl 4-hydroxy-2-methyl-2H-1,2-benzothiazine-3-carboxylate 1,1-dioxide). RXN SMILES: [CH3:1][N:2]1[C:12](=[O:13])[C:11]2[C:6](=[CH:7][CH:8]=[CH:9][CH:10]=2)[S:3]1(=[O:5])=[O:4].Cl[CH2:15][C:16]([O:18][CH2:19][CH2:20][O:21][CH3:22])=[O:17].[H-].[Na+]>CS(C)=O>[OH:13][C:12]1[C:11]2[CH:10]=[CH:9][CH:8]=[CH:7][C:6]=2[S:3](=[O:5])(=[O:4])[N:2]([CH3:1])[C:15]=1[C:16]([O:18][CH2:19][CH2:20][O:21][CH3:22])=[O:17] |f:2.3|. Procedure details: To a solution of 3.0 g. (0.015 mole) of N-methylsaccharin and 2.3 g. (0.015 mole) of 2-methoxyethyl chloroacetate in 15 ml. of dimethylsulfoxide at 40° C. was added 810 mg. (0.033 mole) of sodium hydride over a 2 hour period. The resulting reaction mixture was stirred for 2 hours at 40°-50° C. and was then quenched in 5% hydrochloric acid solution. The resulting suspension was extracted with methylene chloride (2×100 ml.) and the organic layers separated, combined and washed with water (50 ml.) ... Starting materials: Cl, Cc1c(C2(C)OCCO2)nn(-c2ccc(F)cc2)c(=O)c1OCc1cccnc1. The product is Cl, CC(=O)c1nn(-c2ccc(F)cc2)c(=O)c(OCc2cccnc2)c1C. Reaction SMILES: [ClH:30].[F:1][c:2]1[cH:3][cH:4][c:5](-[n:8]2[n:9][c:10]([C:24]3([CH3:29])[O:25][CH2:28][CH2:27][O:26]3)[c:11]([CH3:23])[c:12]([O:15][CH2:16][c:17]3[cH:18][n:19][cH:20][cH:21][cH:22]3)[c:13]2=[O:14])[cH:6][cH:7]1>>[ClH:30].[F:1][c:2]1[cH:3][cH:4][c:5](-[n:8]2[n:9][c:10]([C:24](=[O:25])[CH3:29])[c:11]([CH3:23])[c:12]([O:15][CH2:16][c:17]3[cH:18][n:19][cH:20][cH:21][cH:22]3)[c:13]2=[O:14])[cH:6][cH:7]1. Reactants: BrCCCSCCCBr, CCCCCC, CS(C)=O, CC(C)=O, CCOC(C)=O, Cc1nc2ccccc2[nH]1, [H-], [I-], [Na+], [Na+]. The product is Cc1nc2ccccc2n1CCCSCCCBr. As a reaction SMILES: [Br:13][CH2:14][CH2:15][CH2:16][S:17][CH2:18][CH2:19][CH2:20][Br:21].[CH3:24][CH2:25][CH2:26][CH2:27][CH2:28][CH3:29].[CH3:30][S:31]([CH3:32])=[O:33].[CH3:34][C:35](=[O:36])[CH3:37].[CH3:38][CH2:39][O:40][C:41](=[O:42])[CH3:43].[CH3:3][c:4]1[n:5][c:6]2[c:7]([nH:8]1)[cH:9][cH:10][cH:11][cH:12]2.[H-:1].[I-:23].[Na+:22].[Na+:2]>>[CH3:3][c:4]1[n:5]([CH2:20][CH2:19][CH2:18][S:17][CH2:16][CH2:15][CH2:14][Br:13])[c:6]2[c:7]([n:8]1)[cH:9][cH:10][cH:11][cH:12]2. The solvent is C1=CC=CC=C1 (benzene), O (water). The yield is 81.6%. Procedure: Hydrochloric acid (30.6 ml; 2 equiv.) was added at 0° C. to a solution of 1,2,3,4,-tetrahydroisoquinoline-7-amine (15.3 g; 1 equiv.) in 40 ml of water, and the reaction mixture was stirred for 10 minutes at −5° C. Sodium nitrate solution (7.13 g of sodium nitrate in 35 ml of water) was added dropwise at 0° C. in the course of 30 minutes, and the resulting reaction mixture was stirred for 30 minutes at 0° C. Finally, urea (1.86 g; 0.3 equiv.) was added. A mixture of sodium hydroxide solution (10.... Reaction conditions: temperature -5 celsius, time 10 minute. Reagents/catalysts: S(=O)(=O)([O-])[O-].[Ni+2] (nickel sulfate). Reaction SMILES: Cl.[CH2:2]1[C:11]2[C:6](=[CH:7][CH:8]=[C:9](N)[CH:10]=2)[CH2:5][CH2:4][NH:3]1.[N+]([O-])([O-])=O.[Na+].[NH2:18][C:19](N)=O.[OH-].[Na+].[C-]#N.[K+]>O.S([O-])([O-])(=O)=O.[Ni+2].C1C=CC=CC=1>[CH2:2]1[C:11]2[C:6](=[CH:7][CH:8]=[C:9]([C:19]#[N:18])[CH:10]=2)[CH2:5][CH2:4][NH:3]1 |f:2.3,5.6,7.8,10.11|. Reactants: [OH-].[Na+] (sodium hydroxide), [C-]#N.[K+] (potassium cyanide), [C-]#N.[K+] (KCN), NiSO4, [OH-].[Na+] (sodium hydroxide), NC(=O)N (urea), diazonium, [N+](=O)([O-])[O-].[Na+] (Sodium nitrate), Cl (Hydrochloric acid), C1NCCC2=CC=C(C=C12)N (1,2,3,4,-tetrahydroisoquinoline-7-amine). Yields the product C1NCCC2=CC=C(C=C12)C#N (1,2,3,4-Tetrahydroisoquinoline-7-carbonitrile). The reactants are COCCOc1ccc2c(O)nccc2c1, ClP(Cl)Cl. The product is COCCOc1ccc2c(Cl)nccc2c1. Reaction SMILES: [CH3:1][O:2][CH2:3][CH2:4][O:5][c:6]1[cH:7][c:8]2[cH:9][cH:10][n:11][c:12]([OH:16])[c:13]2[cH:14][cH:15]1.[Cl:17][P:18]([Cl:19])[Cl:20]>>[CH3:1][O:2][CH2:3][CH2:4][O:5][c:6]1[cH:7][c:8]2[cH:9][cH:10][n:11][c:12]([Cl:17])[c:13]2[cH:14][cH:15]1. Starting materials: C1OC(CC2=CC=C(C=C2)N2CCC(CC2)O)(C)OC1 (4-(2,2-Ethylenedioxypropyl)phenyl piperidin-4-ol), C([O-])(O)=O.[Na+] (sodium bicarbonate). Run in Cl (hydrochloric acid). Yields the product N1(CCC=CC1)C1=CC=C(C=C1)CC(C)=O (4-(1,2,3,6-tetrahydropyridyl) phenyl propan-2-one). The yield is 71.6%. As a reaction SMILES: C1CO[C:3]([CH3:18])([CH2:4][C:5]2[CH:10]=[CH:9][C:8]([N:11]3[CH2:16][CH2:15][CH:14](O)[CH2:13][CH2:12]3)=[CH:7][CH:6]=2)[O:2]1.C(=O)(O)[O-].[Na+]>Cl>[N:11]1([C:8]2[CH:9]=[CH:10][C:5]([CH2:4][C:3](=[O:2])[CH3:18])=[CH:6][CH:7]=2)[CH2:12][CH:13]=[CH:14][CH2:15][CH2:16]1 |f:1.2|. Procedure details: 4-[4-(2,2-Ethylenedioxypropyl)phenyl piperidin-4-ol (0.9 g) was dissolved in 50% hydrochloric acid solution, and heated under reflux for 4 hr. The solution was cooled, basified with 1.2M sodium bicarbonate solution and extracted with ethylacetate (3×50 ml). The organic extract was dried (magnesium sulphate), filtered and evaporated in vacuo, to give an oil which was chromatographed on silica. Elution with chloroform:methanol (97:3) gave 4-(1,2,3,6-tetrahydropyridyl) phenyl propan-2-one (0.5 g).